From a dataset of the Open Reaction Database (ORD), a public repository of structured organic reaction records. describe an organic reaction: reactants, conditions, products, and yield Starting materials: CC(C)(C)c1nc(C(F)F)cc(N2CCNCC2)n1, CN1CCCC1, O=c1cnn(CCCCCl)c(=O)[nH]1. Yields the product CC(C)(C)c1nc(C(F)F)cc(N2CCN(CCCCn3ncc(=O)[nH]c3=O)CC2)n1, Cl. As a reaction SMILES: [C:14]([CH3:15])([CH3:16])([CH3:17])[c:18]1[n:19][c:20]([CH:30]([F:31])[F:32])[cH:21][c:22]([N:24]2[CH2:25][CH2:26][NH:27][CH2:28][CH2:29]2)[n:23]1.[CH3:33][N:34]1[CH2:35][CH2:36][CH2:37][CH2:38]1.[Cl:1][CH2:2][CH2:3][CH2:4][CH2:5][n:6]1[n:7][cH:8][c:9](=[O:13])[nH:10][c:11]1=[O:12]>>[CH2:2]([CH2:3][CH2:4][CH2:5][n:6]1[n:7][cH:8][c:9](=[O:13])[nH:10][c:11]1=[O:12])[N:27]1[CH2:26][CH2:25][N:24]([c:22]2[cH:21][c:20]([CH:30]([F:31])[F:32])[n:19][c:18]([C:14]([CH3:15])([CH3:16])[CH3:17])[n:23]2)[CH2:29][CH2:28]1.[ClH:1]. Reactants: COCC1(N(C(=O)[O-])C(C)(C)C)CCOCC1, C1COCCO1, CCOC(C)=O, Cl. Product: Cl, COCC1(N)CCOCC1. Reaction SMILES: [C:1]([N:5]([C:2](=[O:3])[O-:4])[C:9]1([CH2:15][O:16][CH3:17])[CH2:10][CH2:11][O:12][CH2:13][CH2:14]1)([CH3:6])([CH3:7])[CH3:8].[CH2:25]1[O:26][CH2:27][CH2:28][O:29][CH2:30]1.[CH3:19][CH2:20][O:21][C:22]([CH3:23])=[O:24].[ClH:18]>>[ClH:18].[NH2:5][C:9]1([CH2:15][O:16][CH3:17])[CH2:10][CH2:11][O:12][CH2:13][CH2:14]1.